From a dataset of the Open Reaction Database (ORD), a public repository of structured organic reaction records. describe an organic reaction: reactants, conditions, products, and yield RXN SMILES: [C:40]([O:41][CH2:42][CH3:43])(=[O:44])[CH3:45].[CH3:47][OH:48].[ClH:46].[O:1]1[CH2:2][CH2:3][O:4][c:5]2[cH:6][n:7][c:8]([CH2:11][N:12]([C:13](=[O:14])[O:15][C:16]([CH3:17])([CH3:18])[CH3:19])[CH:20]3[CH2:21][CH2:22][N:23]([CH2:26][CH2:27][n:28]4[c:29]5[c:30]([n:31][cH:32][c:33]4=[O:34])[cH:35][cH:36][c:37]([F:39])[n:38]5)[CH2:24][CH2:25]3)[cH:9][c:10]21>>[ClH:46].[O:1]1[CH2:2][CH2:3][O:4][c:5]2[cH:6][n:7][c:8]([CH2:11][NH:12][CH:20]3[CH2:21][CH2:22][N:23]([CH2:26][CH2:27][n:28]4[c:29]5[c:30]([n:31][cH:32][c:33]4=[O:34])[cH:35][cH:36][c:37]([F:39])[n:38]5)[CH2:24][CH2:25]3)[cH:9][c:10]21. Product: Cl, O=c1cnc2ccc(F)nc2n1CCN1CCC(NCc2cc3c(cn2)OCCO3)CC1. Reactants: CCOC(C)=O, CO, Cl, CC(C)(C)OC(=O)N(Cc1cc2c(cn1)OCCO2)C1CCN(CCn2c(=O)cnc3ccc(F)nc32)CC1. Starting materials: CI (methyl iodide), NC=1SC(=NN1)C (2-amino-5-methyl-1,3,4-thiadiazole). The solvent is C(C)(C)O (isopropanol). Yields the product I.N=C1SC(=NN1C)C (2-Imino-3,5-dimethyl-4-(1,3,4) -thiadiazoline hydroiodide). RXN SMILES: [CH3:1][I:2].[NH2:3][C:4]1[S:5][C:6]([CH3:9])=[N:7][N:8]=1>C(O)(C)C>[IH:2].[NH:3]=[C:4]1[N:8]([CH3:1])[N:7]=[C:6]([CH3:9])[S:5]1 |f:3.4|. Reported procedure: 64.1 g of methyl iodide are added to a solution of 17.6 g of 2-amino-5-methyl-1,3,4-thiadiazole in 350 ml isopropanol. The solution is refluxed for 15 hours. The reaction mixture is then evaporated to dryness, the crystalline evaporation residue is stirred with ethyl acetate and the solvent is filtered off with suction. The crystalline residue is washed, first with ethyl acetate and then with ether, and then dried. 2-Imino-3,5-dimethyl-4-(1,3,4) -thiadiazoline hydroiodide with a melting point of... The reactants are O=C1CNCC=2C=C(C=C3C=CN1C23)C=2C=C(C=O)C=CC2 (3-(1-oxo-1,2,3,4-tetrahydro-[1,4]diazepino[6,7,1-hi]indol-6-yl)-benzaldehyde), CN (methylamine), C19H19N3O. Solvent: O (H2O). Yields the product CNCC=1C=C(C=CC1)C=1C=C2C=CN3C2=C(C1)CNCC3=O (6-(3-Methylaminomethyl-phenyl)-3,4-dihydro-2H-[1,4]diazepino[6,7,1-hi]indol-1-one). Yield: 94.0%. RXN SMILES: [O:1]=[C:2]1[N:13]2[C:14]3[C:10]([CH:11]=[CH:12]2)=[CH:9][C:8]([C:15]2[CH:16]=[C:17]([CH:20]=[CH:21][CH:22]=2)[CH:18]=O)=[CH:7][C:6]=3[CH2:5][NH:4][CH2:3]1.[CH3:23][NH2:24]>O>[CH3:23][NH:24][CH2:18][C:17]1[CH:16]=[C:15]([C:8]2[CH:9]=[C:10]3[C:14]4=[C:6]([CH2:5][NH:4][CH2:3][C:2](=[O:1])[N:13]4[CH:12]=[CH:11]3)[CH:7]=2)[CH:22]=[CH:21][CH:20]=1. Procedure: Using the reductive amination procedure described in Example 82, the title compound was synthesized from 3-(1-oxo-1,2,3,4-tetrahydro-[1,4]diazepino[6,7,1-hi]indol-6-yl)-benzaldehyde and methylamine in 94% yield as a pale-yellow solid: mp 128-130° C.; 1H NMR (DMSO-d6) δ 2.29 (s, 3H), 3.48 (br s, 2H), 3.71 (s, 2H), 4.30-4.33 (m, 2H), 6.69 (s, 1H), 7.17 (t, 1H, J=9.0 Hz), 7.38-7.39 (m, 1H), 7.44-7.46 (m, 2H), 7.54 (s, 1H), 7.80 (t, 2H, J=9.0 Hz), 8.39 (t, 1H, J=6.0 Hz). HRMS calcd. for C19H19N3O 30... Reactants: OC(c1cccc(Br)c1)c1ncccc1C(F)(F)F, O=C([O-])O, COc1ccccc1-c1nn(COC(=O)C(C)(C)C)c2ncc(B3OC(C)(C)C(C)(C)O3)cc12, CC#N, Cc1ccccc1, ClCCl, [Na+]. Product: COc1ccccc1-c1nn(COC(=O)C(C)(C)C)c2ncc(-c3cccc(C(O)c4ncccc4C(F)(F)F)c3)cc12. As a reaction SMILES: [Br:35][c:36]1[cH:37][c:38]([CH:42]([OH:43])[c:44]2[n:45][cH:46][cH:47][cH:48][c:49]2[C:50]([F:51])([F:52])[F:53])[cH:39][cH:40][cH:41]1.[C:57](=[O:58])([OH:59])[O-:60].[CH3:1][O:2][c:3]1[c:4](-[c:9]2[n:10][n:11]([CH2:27][O:28][C:29]([C:30]([CH3:31])([CH3:32])[CH3:33])=[O:34])[c:12]3[n:13][cH:14][c:15]([B:18]4[O:19][C:20]([CH3:21])([CH3:22])[C:23]([CH3:24])([CH3:25])[O:26]4)[cH:16][c:17]23)[cH:5][cH:6][cH:7][cH:8]1.[CH3:54][C:55]#[N:56].[CH3:65][c:66]1[cH:67][cH:68][cH:69][cH:70][cH:71]1.[Cl:62][CH2:63][Cl:64].[Na+:61]>>[CH3:1][O:2][c:3]1[c:4](-[c:9]2[n:10][n:11]([CH2:27][O:28][C:29]([C:30]([CH3:31])([CH3:32])[CH3:33])=[O:34])[c:12]3[n:13][cH:14][c:15](-[c:36]4[cH:37][c:38]([CH:42]([OH:43])[c:44]5[n:45][cH:46][cH:47][cH:48][c:49]5[C:50]([F:51])([F:52])[F:53])[cH:39][cH:40][cH:41]4)[cH:16][c:17]23)[cH:5][cH:6][cH:7][cH:8]1.